Dataset: the Open Reaction Database (ORD), a public repository of structured organic reaction records. Task: describe an organic reaction: reactants, conditions, products, and yield The reactants are O=C([O-])O, CCCCC(CC)CO, CN(C)C=O, [Na+], O=C(O)c1cccnc1, O=S(Cl)Cl, c1ccccc1. Product: CCCCC(CC)COC(=O)c1cccnc1. RXN SMILES: [C:23](=[O:24])([OH:25])[O-:26].[CH2:14]([CH3:15])[CH:16]([CH2:17][OH:18])[CH2:19][CH2:20][CH2:21][CH3:22].[CH3:34][N:35]([CH3:36])[CH:37]=[O:38].[Na+:27].[OH:1][C:2](=[O:3])[c:4]1[cH:5][cH:6][cH:7][n:8][cH:9]1.[S:10]([Cl:11])([Cl:12])=[O:13].[cH:28]1[cH:29][cH:30][cH:31][cH:32][cH:33]1>>[O:1]([C:2](=[O:3])[c:4]1[cH:5][cH:6][cH:7][n:8][cH:9]1)[CH2:17][CH:16]([CH2:14][CH3:15])[CH2:19][CH2:20][CH2:21][CH3:22]. Reactants: CC(C)(C)NS(=O)(=O)c1cccc(-c2ccc3cnc(O)nn23)c1, COCC(C)O, CCN(C(C)C)C(C)C, NC(=O)CN1CCN(c2ccc(N)cc2F)CC1. The product is CC(C)(C)NS(=O)(=O)c1cccc(-c2ccc3cnc(Nc4ccc(N5CCN(CC(N)=O)CC5)c(F)c4)nn23)c1. As a reaction SMILES: [C:1]([CH3:2])([CH3:3])([CH3:4])[NH:5][S:6](=[O:7])(=[O:8])[c:9]1[cH:10][c:11](-[c:15]2[cH:16][cH:17][c:18]3[cH:19][n:20][c:21]([OH:24])[n:22][n:23]23)[cH:12][cH:13][cH:14]1.[CH3:34][O:35][CH2:36][CH:37]([OH:38])[CH3:39].[CH:25]([N:26]([CH2:27][CH3:28])[CH:29]([CH3:30])[CH3:31])([CH3:32])[CH3:33].[NH2:40][c:41]1[cH:42][c:43]([F:57])[c:44]([N:47]2[CH2:48][CH2:49][N:50]([CH2:53][C:54](=[O:55])[NH2:56])[CH2:51][CH2:52]2)[cH:45][cH:46]1>>[C:1]([CH3:2])([CH3:3])([CH3:4])[NH:5][S:6](=[O:7])(=[O:8])[c:9]1[cH:10][c:11](-[c:15]2[cH:16][cH:17][c:18]3[cH:19][n:20][c:21]([NH:40][c:41]4[cH:42][c:43]([F:57])[c:44]([N:47]5[CH2:48][CH2:49][N:50]([CH2:53][C:54](=[O:55])[NH2:56])[CH2:51][CH2:52]5)[cH:45][cH:46]4)[n:22][n:23]23)[cH:12][cH:13][cH:14]1. Reactants: C(C)(C)(C)OC(=O)N(C)[C@@H](C(=O)O)CC1=CC2=CC=CC=C2C=C1 ((2R)-(N-tert-butoxycarbonyl-N- methylamino)-3-(2-naphthyl)propionic acid), ON1N=NC2=C1N=CC=C2 (1-hydroxy-7-azabenzotriazole), Cl.C(C)N=C=NCCCN(C)C (1-ethyl-3-(3-dimethylaminopropyl)carbodiimide hydrochloride), CN(C([C@@H](CC1=CC=CC=C1)NC)=O)C ((2R)-N,N-dimethyl-2-methylamino-3-phenylpropionamide), C(C)(C)N(CC)C(C)C (diisopropylethylamine). Solvent: ClCCl (dichloromethane), ClCCl (dichloromethane). Reaction conditions: time 30 minute. Yields the product C(C)(C)(C)OC(N(C)[C@H](CC1=CC2=CC=CC=C2C=C1)C(N(C)[C@H](CC1=CC=CC=C1)C(N(C)C)=O)=O)=O (N-((1R)-1-(N-((1R)-1-(dimethylcarbamoyl)-2-phenylethyl)-N-methylcarbamoyl)-2-(2-naphthyl)ethyl)-N-methylcarbamic acid tert-butylester). The yield is 57.8%. RXN SMILES: [C:1]([O:5][C:6]([N:8]([C@H:10]([CH2:14][C:15]1[CH:24]=[CH:23][C:22]2[C:17](=[CH:18][CH:19]=[CH:20][CH:21]=2)[CH:16]=1)[C:11](O)=[O:12])[CH3:9])=[O:7])([CH3:4])([CH3:3])[CH3:2].ON1C2N=CC=CC=2N=N1.Cl.C(N=C=NCCCN(C)C)C.[CH3:47][N:48]([CH3:61])[C:49](=[O:60])[C@H:50]([NH:58][CH3:59])[CH2:51][C:52]1[CH:57]=[CH:56][CH:55]=[CH:54][CH:53]=1.C(N(C(C)C)CC)(C)C>ClCCl>[C:1]([O:5][C:6](=[O:7])[N:8]([C@@H:10]([C:11](=[O:12])[N:58]([C@@H:50]([C:49](=[O:60])[N:48]([CH3:47])[CH3:61])[CH2:51][C:52]1[CH:53]=[CH:54][CH:55]=[CH:56][CH:57]=1)[CH3:59])[CH2:14][C:15]1[CH:24]=[CH:23][C:22]2[C:17](=[CH:18][CH:19]=[CH:20][CH:21]=2)[CH:16]=1)[CH3:9])([CH3:2])([CH3:4])[CH3:3] |f:2.3|. Procedure details: To a solution of (2R)-(N-tert-butoxycarbonyl-N- methylamino)-3-(2-naphthyl)propionic acid (8.78 g, 26.6 mmol) in dichloromethane (30 ml) were added 1-hydroxy-7-azabenzotriazole (3.62 g, 26.6 mmol) and 1-ethyl-3-(3-dimethylaminopropyl)carbodiimide hydrochloride (5.54 mg, 28.9 mmol) and the mixture was stirred for 30 min. Then (2R)-N,N-dimethyl-2-methylamino-3-phenylpropionamide (4.58 g, 22.2 mmol) in dichloromethane (15 ml) and diisopropylethylamine (4.94 ml, 28.9 mmol) were added and the mixture... The reactants are [Li]CCCC (n-BuLi), solution, C12(C(CCC(C1(C)C)C2)(C)O)O ((+)-pinanediol), C[Si](C)(C)Cl (TMSCl), BrC=1C=C(C=CC1)C=1OCC(N1)(C)C (2-(3-bromophenyl)-4,4-dimethyl-4,5-dihydro-oxazole), COB(OC)OC (trimethylborate). Run in CCCCCC (hexane), CCOCC (Et2O), C1CCOC1 (THF), C1CCOC1 (THF). Conditions: time 1.5 hour. The product is C12(C(CCC(C1(C)C)C2)(C)O)O.CC1(N=C(OC1)C=1C=C(C=CC1)B([O-])[O-])C ((+)-pinanediol 3-(4,4-dimethyl-4,5-dihydro-oxazol-2-yl)phenylboronate). Isolated yield 49.6%. RXN SMILES: [Li]CCCC.Br[C:7]1[CH:8]=[C:9]([C:13]2[O:14][CH2:15][C:16]([CH3:19])([CH3:18])[N:17]=2)[CH:10]=[CH:11][CH:12]=1.C[O:21][B:22](OC)[O:23]C.C[Si](Cl)(C)C.[C:32]12([OH:43])[CH2:40][CH:36]([C:37]1([CH3:39])[CH3:38])[CH2:35][CH2:34][C:33]2([OH:42])[CH3:41]>CCCCCC.C1COCC1.CCOCC>[C:32]12([OH:43])[CH2:40][CH:36]([C:37]1([CH3:39])[CH3:38])[CH2:35][CH2:34][C:33]2([OH:42])[CH3:41].[CH3:18][C:16]1([CH3:19])[CH2:15][O:14][C:13]([C:9]2[CH:8]=[C:7]([B:22]([O-:23])[O-:21])[CH:12]=[CH:11][CH:10]=2)=[N:17]1 |f:8.9|. Procedure: n-BuLi (2.5 mL of a 2.5 M solution in hexane, 6.23 mmol) was added dropwise with stirring to a solution of 6 (1.51 g, 5.93 mmol) in THF (9.5 mL) at −78° C. under argon. After 30 min a solution of trimethylborate (0.7 mL, 5.93 mmol) in THF (2 mL) was added and the mixture stirred for 1.5 h; thereafter, the resulting yellow solution was quenched with TMSCl (0.75 mL, 5.93 mmol) and allowed to reach rt. After 1 h (+)-pinanediol (1.01 g, 5.93 mmol) dissolved in a minimum amount of anhydrous Et2O was ... The reactants are C(C)(C)(C)OC(=O)N1[C@H](CCCC1)[C@H]([C@H](CC1=CC=CC=C1)N(CC1=CC=CC=C1)CC1=CC=CC=C1)O (2-(R)-(2-(S)-dibenzylamino-1-(S)-hydroxy-3-phenylpropyl)-piperidine-1-carboxylic acid tert-butyl ester), [H][H] (hydrogen). Reagents/catalysts: [OH-].[OH-].[Pd+2] (palladium hydroxide on carbon). Run in CO (methanol). Yields the product C(C)(C)(C)OC(=O)N1[C@H](CCCC1)[C@H]([C@H](CC1=CC=CC=C1)N)O (2-(R)-(2-(S)-Amino-1-(S)-hydroxy-3-phenylpropyl)-piperidine-1-carboxylic acid tert-butyl ester). RXN SMILES: [C:1]([O:5][C:6]([N:8]1[CH2:13][CH2:12][CH2:11][CH2:10][C@@H:9]1[C@@H:14]([OH:38])[C@@H:15]([N:23](CC1C=CC=CC=1)CC1C=CC=CC=1)[CH2:16][C:17]1[CH:22]=[CH:21][CH:20]=[CH:19][CH:18]=1)=[O:7])([CH3:4])([CH3:3])[CH3:2].[H][H]>[OH-].[OH-].[Pd+2].CO>[C:1]([O:5][C:6]([N:8]1[CH2:13][CH2:12][CH2:11][CH2:10][C@@H:9]1[C@@H:14]([OH:38])[C@@H:15]([NH2:23])[CH2:16][C:17]1[CH:18]=[CH:19][CH:20]=[CH:21][CH:22]=1)=[O:7])([CH3:4])([CH3:2])[CH3:3] |f:2.3.4|. Procedure: Add 2-(R)-(2-(S)-dibenzylamino-1-(S)-hydroxy-3-phenylpropyl)-piperidine-1-carboxylic acid tert-butyl ester (0.107 g, 0.21 mmol), 20% palladium hydroxide on carbon (60 mg) and methanol (5 mL) and stir 18 h under 1 atmosphere of hydrogen gas. Add filter agent, filter and concentrate to give the title compound as a foam. Reactants: BrC1=C(CN2C(N(C(C2(C)C)=O)C2=CC(=C(C#N)C=C2)C2CC2)=O)C=CC(=C1)F (4-[3-(2-bromo-4-fluorobenzyl)-4,4-dimethyl-2,5-dioxoimidazolidin-1-yl]-2-cyclopropylbenzonitrile), NC1=CC=C(C(=O)OC)C=C1 (methyl 4-aminobenzoate). The product is C(#N)C1=C(C=C(C=C1)N1C(N(C(C1=O)(C)C)CC1=C(C=C(C=C1)F)NC1=CC=C(C(=O)OC)C=C1)=O)C1CC1 (methyl 4-{2-[3-(4-cyano-3-cyclopropylphenyl)-5,5-dimethyl-2,4-dioxoimidazolidin-1-ylmethyl]-5-fluorophenylamino}benzoate). Reaction SMILES: Br[C:2]1[CH:28]=[C:27]([F:29])[CH:26]=[CH:25][C:3]=1[CH2:4][N:5]1[C:9]([CH3:11])([CH3:10])[C:8](=[O:12])[N:7]([C:13]2[CH:20]=[CH:19][C:16]([C:17]#[N:18])=[C:15]([CH:21]3[CH2:23][CH2:22]3)[CH:14]=2)[C:6]1=[O:24].[NH2:30][C:31]1[CH:40]=[CH:39][C:34]([C:35]([O:37][CH3:38])=[O:36])=[CH:33][CH:32]=1>>[C:17]([C:16]1[CH:19]=[CH:20][C:13]([N:7]2[C:8](=[O:12])[C:9]([CH3:11])([CH3:10])[N:5]([CH2:4][C:3]3[CH:25]=[CH:26][C:27]([F:29])=[CH:28][C:2]=3[NH:30][C:31]3[CH:32]=[CH:33][C:34]([C:35]([O:37][CH3:38])=[O:36])=[CH:39][CH:40]=3)[C:6]2=[O:24])=[CH:14][C:15]=1[CH:21]1[CH2:23][CH2:22]1)#[N:18]. Procedure: The further reaction of 158.2 with methyl 4-aminobenzoate was effected under conditions as described above for the preparation of example 1, stage 3. 158 with the molecular weight of 526.20 (C30H27F4N4O4) was obtained; retention time Rt=2.19 min. [B]; MS (ESI): 527.28 (MH+). Starting materials: CCCCOC(=O)N1CCN(C(=O)OCc2ccccc2)CC1, O=C(O)C(F)(F)F. The product is O=C(OCc1ccccc1)N1CCNCC1. As a reaction SMILES: [CH2:1]([O:2][C:3](=[O:4])[N:8]1[CH2:9][CH2:10][N:11]([C:14](=[O:15])[O:16][CH2:17][c:18]2[cH:19][cH:20][cH:21][cH:22][cH:23]2)[CH2:12][CH2:13]1)[CH2:5][CH2:6][CH3:7].[F:24][C:25]([F:26])([F:27])[C:28]([OH:29])=[O:30]>>[NH:8]1[CH2:9][CH2:10][N:11]([C:14](=[O:15])[O:16][CH2:17][c:18]2[cH:19][cH:20][cH:21][cH:22][cH:23]2)[CH2:12][CH2:13]1.